From a dataset of the Open Reaction Database (ORD), a public repository of structured organic reaction records. describe an organic reaction: reactants, conditions, products, and yield Reactants: CC(C)([O-])C.[K+] (potassium t-butoxide), C1CCOC1 (THF), C[C@H]1[C@H]2[C@@H]3CC[C@@H]([C@@]3(C)CC[C@@H]2C=2CCC(CC2C1)=O)O ((7α,17β)-7-methyl-3-keto-estr-5(10)-en-17-ol), C1CCOC1 (THF). Reagents/catalysts: [Br-].C[P+](C1=CC=CC=C1)(C1=CC=CC=C1)C1=CC=CC=C1 (Methyltriphenylphosphonium bromide). Conditions: time 45 minute. Yields the product C[C@H]1[C@H]2[C@@H]3CC[C@@H]([C@@]3(C)CC[C@@H]2C=2CCC(CC2C1)=C)O ((7α,17β)-7-Methyl-3-methyleneestr-5(10)-en-17-ol). Reaction SMILES: [CH3:1][C:2](C)([O-])[CH3:3].[K+].C[C@@H]1C[C:24]2[CH2:23][C:22](=[O:26])[CH2:21][CH2:20][C:19]=2[C@@H:18]2[C@@H:9]1[C@H:10]1[C@@:14]([CH2:16][CH2:17]2)([CH3:15])[C@@H:13](O)[CH2:12][CH2:11]1.[CH2:28]1COCC1>[Br-].C[P+](C1C=CC=CC=1)(C1C=CC=CC=1)C1C=CC=CC=1>[CH3:28][C@@H:17]1[CH2:16][C:14]2[CH2:15][C:2](=[CH2:1])[CH2:3][CH2:9][C:10]=2[C@@H:11]2[C@@H:18]1[C@H:19]1[C@@:20]([CH2:13][CH2:12]2)([CH3:21])[C@@H:22]([OH:26])[CH2:23][CH2:24]1 |f:0.1,4.5|. Reported procedure: Methyltriphenylphosphonium bromide (4.21 g, 11.8 mmol) was added to a stirred solution of potassium t-butoxide (1.26 g, 11.2 mmol) in 20 ml dry THF under a nitrogen atmosphere. The yellow suspension was stirred for 45 minutes at room temperature. A solution of (7α,17β)-7-methyl-3-keto-estr-5(10)-en-17-ol (3.4 g, 11.8 mmol) in 25 ml dry THF was added rapidly to the suspension. The yellow reaction mixture was stirred for 30 minutes at room temperature, poured on ice-water and extracted with ethyl ... Starting materials: C1CCOC1, C[Si](C)(C)[N-][Si](C)(C)C, COc1cc(Cl)c2c(c1)CCN2, CCC(CC)n1c(C)c(Cl)nc(Cl)c1=O, [Na+], [Na+], O=C([O-])O. The product is CCC(CC)n1c(C)c(Cl)nc(N2CCc3cc(OC)cc(Cl)c32)c1=O. RXN SMILES: [CH2:43]1[O:44][CH2:45][CH2:46][CH2:47]1.[CH3:28][Si:29]([CH3:30])([CH3:31])[N-:32][Si:33]([CH3:34])([CH3:35])[CH3:36].[Cl:16][c:17]1[cH:18][c:19]([O:26][CH3:27])[cH:20][c:21]2[c:25]1[NH:24][CH2:23][CH2:22]2.[Cl:1][c:2]1[c:3](=[O:15])[n:4]([CH:10]([CH2:11][CH3:12])[CH2:13][CH3:14])[c:5]([CH3:9])[c:6]([Cl:8])[n:7]1.[Na+:37].[Na+:42].[O-:38][C:39]([OH:40])=[O:41]>>[c:2]1([N:24]2[CH2:23][CH2:22][c:21]3[cH:20][c:19]([O:26][CH3:27])[cH:18][c:17]([Cl:16])[c:25]32)[c:3](=[O:15])[n:4]([CH:10]([CH2:11][CH3:12])[CH2:13][CH3:14])[c:5]([CH3:9])[c:6]([Cl:8])[n:7]1. Starting materials: O (water), NC1=NC=2C=C(C=CC2C2=C1N=C(N2CC(C)(C)O)COCC)O (4-amino-2-(ethoxymethyl)-1-(2-hydroxy-2-methylpropyl)-1H-imidazo[4,5-c]quinolin-7-ol), BrCC(=O)N1CCOCC1 (4-(bromoacetyl)morpholine), C([O-])([O-])=O.[Cs+].[Cs+] (cesium carbonate). Solvent: CN(C)C=O (DMF), C(C)#N (acetonitrile). Run at temperature 75 celsius, time 30 minute. The product is NC1=NC=2C=C(C=CC2C2=C1N=C(N2CC(C)(O)C)COCC)OCC(=O)N2CCOCC2 (1-[4-amino-2-(ethoxymethyl)-7-(2-morpholin-4-yl-2-oxoethoxy)-1H-imidazo[4,5-c]quinolin-1-yl]-2-methylpropan-2-ol). Yield: 76.7%. RXN SMILES: [NH2:1][C:2]1[C:11]2[N:12]=[C:13]([CH2:20][O:21][CH2:22][CH3:23])[N:14]([CH2:15][C:16]([OH:19])([CH3:18])[CH3:17])[C:10]=2[C:9]2[CH:8]=[CH:7][C:6]([OH:24])=[CH:5][C:4]=2[N:3]=1.Br[CH2:26][C:27]([N:29]1[CH2:34][CH2:33][O:32][CH2:31][CH2:30]1)=[O:28].C(=O)([O-])[O-].[Cs+].[Cs+].O>CN(C=O)C.C(#N)C>[NH2:1][C:2]1[C:11]2[N:12]=[C:13]([CH2:20][O:21][CH2:22][CH3:23])[N:14]([CH2:15][C:16]([CH3:18])([OH:19])[CH3:17])[C:10]=2[C:9]2[CH:8]=[CH:7][C:6]([O:24][CH2:26][C:27]([N:29]3[CH2:34][CH2:33][O:32][CH2:31][CH2:30]3)=[O:28])=[CH:5][C:4]=2[N:3]=1 |f:2.3.4|. Reported procedure: A mixture of 4-amino-2-(ethoxymethyl)-1-(2-hydroxy-2-methylpropyl)-1H-imidazo[4,5-c]quinolin-7-ol (prepared as described above, 750 mg, 2.27 mmol), 4-(bromoacetyl)morpholine (565 mg, 2.72 mmol), and cesium carbonate (2.22 g, 6.81 mmol) in DMF (30 mL) was heated at 75° C. overnight. The reaction mixture was allowed to cool and was poured into water (300 mL). After 30 minutes, the solution was extracted with chloroform (6×75 mL). The organic layers were combined, dried over magnesium sulfate, filt... Starting materials: BrC1=CC=C(S1)C1=NC(=NC=C1)Cl (4-(5-bromothiophen-2-yl)-2-chloropyrimidine), NCCN1C(NCC1)=O (1-(2-aminoethyl)imidazolidin-2-one). Run in C(C)(C)O (isopropanol). Yields the product BrC1=CC=C(S1)C1=NC(=NC=C1)NCCN1C(NCC1)=O (1-(2-(4-(5-Bromothiophen-2-yl)pyrimidin-2-ylamino)ethyl)imidazolidin-2-one). Isolated yield 67.3%. As a reaction SMILES: [Br:1][C:2]1[S:6][C:5]([C:7]2[CH:12]=[CH:11][N:10]=[C:9](Cl)[N:8]=2)=[CH:4][CH:3]=1.[NH2:14][CH2:15][CH2:16][N:17]1[CH2:21][CH2:20][NH:19][C:18]1=[O:22]>C(O)(C)C>[Br:1][C:2]1[S:6][C:5]([C:7]2[CH:12]=[CH:11][N:10]=[C:9]([NH:14][CH2:15][CH2:16][N:17]3[CH2:21][CH2:20][NH:19][C:18]3=[O:22])[N:8]=2)=[CH:4][CH:3]=1. Procedure: A mixture of 4-(5-bromothiophen-2-yl)-2-chloropyrimidine (1.0 g, 3.63 mmol), 1-(2-aminoethyl)imidazolidin-2-one (0.47 g, 3.63 mmol) and triethylame (0.44 g, 4.36 mmol) in isopropanol (25 mL) was refluxed for 30 h. After cooling down to rt the precipitate was filtered and washed with methanol (5 mL) and dried to give the title compound as a yellow solid (0.9 g, 68%). MS (M+H)+ 368/370. Reactants: [N+](=O)([O-])C=1C(=C2C(C(NC2=CC1)=O)=O)CC (5-nitro-4-ethylisatin), rust, OO (hydrogen peroxide), Cl (HCl). The solvent is [OH-].[Na+] (NaOH). Run at time 60 minute. The product is [N+](=O)([O-])C=1C=CC(=C(C(=O)O)C1CC)N (5-nitro-6-ethyl-2-aminobenzoic acid). Isolated yield 82.5%. Reaction SMILES: [N+:1]([C:4]1[C:5]([CH2:15][CH3:16])=[C:6]2[C:10](=[CH:11][CH:12]=1)[NH:9]C(=O)[C:7]2=[O:14])([O-:3])=[O:2].[OH:17]O.Cl>[OH-].[Na+]>[N+:1]([C:4]1[CH:12]=[CH:11][C:10]([NH2:9])=[C:6]([C:5]=1[CH2:15][CH3:16])[C:7]([OH:14])=[O:17])([O-:3])=[O:2] |f:3.4|. Reported procedure: To a solution of 1.0 g (4.5 mmoles) of 5-nitro-4-ethylisatin in 8.0 mL of 5% NaOH was slowly added 1.25 mL (11 mmoles) of 30% hydrogen peroxide over 10 minutes. A mild exotherm was detectable. The solution was stirred at room temperature for 60 minutes, then poured over crushed ice. The solution was acidified with 10% HCl until the `cloud point`. The suspension was extracted 3× with ethyl acetate. The combined organic extracts were washed 1× with water, dried over MgSO4, and concentrated in vacu...